From a dataset of the Open Reaction Database (ORD), a public repository of structured organic reaction records. describe an organic reaction: reactants, conditions, products, and yield The reactants are C(C1=CC=CC=C1)N(CCC(N)=O)CCCOC1=CC(=C(C=C1)CC=1C(=NNC1C(C)C)O[C@H]1[C@H](OC(C(C)(C)C)=O)[C@@H](OC(C(C)(C)C)=O)[C@H](OC(C(C)(C)C)=O)[C@H](O1)COC(C(C)(C)C)=O)C (4-[(4-{3-[N-benzyl-N-(2-carbamoylethyl)amino]propoxy}-2-methylphenyl)methyl]-5-isopropyl-3-(2,3,4,6-tetra-O-pivaloyl-β-D-glucopyranosyloxy)-1H-pyrazole). Reagents/catalysts: [C].[Pd] (palladium-carbon). Run in O1CCCC1 (tetrahydrofuran). Conditions: time 8 hour. Yields the product C(N)(=O)CCNCCCOC1=CC(=C(C=C1)CC=1C(=NNC1C(C)C)O[C@H]1[C@H](OC(C(C)(C)C)=O)[C@@H](OC(C(C)(C)C)=O)[C@H](OC(C(C)(C)C)=O)[C@H](O1)COC(C(C)(C)C)=O)C (4-[(4-{3-[2-(Carbamoyl)ethylamino]propoxy}-2-methylphenyl)-methyl]-5-isopropyl-3-(2,3,4,6-tetra-O-pivaloyl-β-D-glucopyranosyloxy)-1H-pyrazole). Yield: 100.0%. As a reaction SMILES: C([N:8]([CH2:14][CH2:15][CH2:16][O:17][C:18]1[CH:23]=[CH:22][C:21]([CH2:24][C:25]2[C:26]([O:33][C@@H:34]3[O:60][C@H:59]([CH2:61][O:62][C:63](=[O:68])[C:64]([CH3:67])([CH3:66])[CH3:65])[C@@H:51]([O:52][C:53](=[O:58])[C:54]([CH3:57])([CH3:56])[CH3:55])[C@H:43]([O:44][C:45](=[O:50])[C:46]([CH3:49])([CH3:48])[CH3:47])[C@H:35]3[O:36][C:37](=[O:42])[C:38]([CH3:41])([CH3:40])[CH3:39])=[N:27][NH:28][C:29]=2[CH:30]([CH3:32])[CH3:31])=[C:20]([CH3:69])[CH:19]=1)[CH2:9][CH2:10][C:11](=[O:13])[NH2:12])C1C=CC=CC=1>O1CCCC1.[C].[Pd]>[C:11]([CH2:10][CH2:9][NH:8][CH2:14][CH2:15][CH2:16][O:17][C:18]1[CH:23]=[CH:22][C:21]([CH2:24][C:25]2[C:26]([O:33][C@@H:34]3[O:60][C@H:59]([CH2:61][O:62][C:63](=[O:68])[C:64]([CH3:67])([CH3:66])[CH3:65])[C@@H:51]([O:52][C:53](=[O:58])[C:54]([CH3:56])([CH3:55])[CH3:57])[C@H:43]([O:44][C:45](=[O:50])[C:46]([CH3:47])([CH3:48])[CH3:49])[C@H:35]3[O:36][C:37](=[O:42])[C:38]([CH3:39])([CH3:40])[CH3:41])=[N:27][NH:28][C:29]=2[CH:30]([CH3:31])[CH3:32])=[C:20]([CH3:69])[CH:19]=1)(=[O:13])[NH2:12] |f:2.3|. Reported procedure: To a solution of 4-[(4-{3-[N-benzyl-N-(2-carbamoylethyl)amino]propoxy}-2-methylphenyl)methyl]-5-isopropyl-3-(2,3,4,6-tetra-O-pivaloyl-β-D-glucopyranosyloxy)-1H-pyrazole (0.96 g) in tetrahydrofuran (5 mL) was added 10% palladium-carbon powder (0.1 g), and the mixture was stirred at room temperature under a hydrogen atmosphere overnight. The insoluble material was removed by filtration, and the filtrate was concentrated under reduced pressure to give the title compound (0.87 g). Starting materials: C(C1=CC=CC=C1)OC(=O)NC(C(=O)O)CCSC (2-(benzyloxycarbonylamino)-4-methylsulfanylbutyric acid), O1CCN(CC1)CC(C)O (1-(morpholino)propan-2-ol), C(CCl)Cl (EDC). The reagents and catalysts are CN(C)C=1C=CN=CC1 (DMAP). Solvent: ClCCl (dichloromethane). Conditions: time 8 hour. Yields the product C(C1=CC=CC=C1)OC(=O)NC(C(=O)OC(C)CN1CCOCC1)CCSC (morpholinoprop-2-yl 2-(benzyloxycarbonylamino)-4-methylsulfanylbutyrate). The yield is 55.0%. Reaction SMILES: [CH2:1]([O:8][C:9]([NH:11][CH:12]([CH2:16][CH2:17][S:18][CH3:19])[C:13]([OH:15])=[O:14])=[O:10])[C:2]1[CH:7]=[CH:6][CH:5]=[CH:4][CH:3]=1.[O:20]1[CH2:25][CH2:24][N:23]([CH2:26][CH:27](O)[CH3:28])[CH2:22][CH2:21]1.C(Cl)CCl>CN(C1C=CN=CC=1)C.ClCCl>[CH2:1]([O:8][C:9]([NH:11][CH:12]([CH2:16][CH2:17][S:18][CH3:19])[C:13]([O:15][CH:27]([CH2:26][N:23]1[CH2:24][CH2:25][O:20][CH2:21][CH2:22]1)[CH3:28])=[O:14])=[O:10])[C:2]1[CH:3]=[CH:4][CH:5]=[CH:6][CH:7]=1. Procedure details: A mixture of 2-(benzyloxycarbonylamino)-4-methylsulfanylbutyric acid (1.13 g; 2.76 mmol), 1-(morpholino)propan-2-ol (0.57 ml; 4 mmol), EDC (0.768 g; 4 mmol), DMAP (0.488 g; 4 mmol) in dichloromethane (5 ml) was stirred overnight at ambient temperature. After evaporation of the solvent, the residue was purified by flash chromatography eluting with dichloromethane/ethanol (97/3) to give 1-(morpholinoprop-2-yl 2-(benzyloxycarbonylamino)-4-methylsulfanylbutyrate as a foam. Yield=55%.